This data is from the Open Reaction Database (ORD), a public repository of structured organic reaction records. The task is: describe an organic reaction: reactants, conditions, products, and yield Starting materials: FC1=CC=C(C=C1)C=1SC=C(N1)C(CN)(C)C (2-(2-(4-fluorophenyl)thiazol-4-yl)-2-methylpropan-1-amine), FC(C1=NC(=NO1)C=1C=C(C(=O)O)C=CC1)(F)F (3-(5-(trifluoromethyl)-1,2,4-oxadiazol-3-yl)benzoic acid). The product is FC1=CC=C(C=C1)C=1SC=C(N1)C(CNC(C1=CC(=CC=C1)C1=NOC(=N1)C(F)(F)F)=O)(C)C (N-(2-(2-(4-Fluorophenyl)thiazol-4-yl)-2-methylpropyl)-3-(5-(trifluoromethyl)-1,2,4-oxadiazol-3-yl)benzamide). Yield: 30.0%. As a reaction SMILES: [F:1][C:2]1[CH:7]=[CH:6][C:5]([C:8]2[S:9][CH:10]=[C:11]([C:13]([CH3:17])([CH3:16])[CH2:14][NH2:15])[N:12]=2)=[CH:4][CH:3]=1.[F:18][C:19]([F:35])([F:34])[C:20]1[O:24][N:23]=[C:22]([C:25]2[CH:26]=[C:27]([CH:31]=[CH:32][CH:33]=2)[C:28](O)=[O:29])[N:21]=1>>[F:1][C:2]1[CH:3]=[CH:4][C:5]([C:8]2[S:9][CH:10]=[C:11]([C:13]([CH3:17])([CH3:16])[CH2:14][NH:15][C:28](=[O:29])[C:27]3[CH:31]=[CH:32][CH:33]=[C:25]([C:22]4[N:21]=[C:20]([C:19]([F:35])([F:34])[F:18])[O:24][N:23]=4)[CH:26]=3)[N:12]=2)=[CH:6][CH:7]=1. Procedure: This compound was synthesized from 2-(2-(4-fluorophenyl)thiazol-4-yl)-2-methylpropan-1-amine and 3-(5-(trifluoromethyl)-1,2,4-oxadiazol-3-yl)benzoic acid as described in example 8 step 6 (55 mg, yield 30%). 1H NMR (400 MHz, CDCl3) δ 8.53 (m, 1H), 8.26-8.24 (d, J=7.8 Hz, 1H), 8.13-8.11 (m, 1H), 8.07-8.05 (d, J=7.5 Hz, 1H), 7.92-7.89 (m, 2H), 7.62-7.58 (t, J=7.8 Hz, 1H), 7.06-7.02 (m, 3H), 3.71-3.69 (d, J=5.3 Hz, 2H), 1.49 (s, 6H). MS (ESI) m/z: Calculated for C23H18F4N4O2S: 490.11. found: 491.0 (... Reactants: [H-].[Al+3].[Li+].[H-].[H-].[H-] (Lithium aluminum hydride), COC(=O)C1(CN(CC1)CC1=CC=CC=C1)OC (1-benzyl-3-methoxypyrrolidine-3-carboxylic acid methylester), O (water), [OH-].[K+] (KOH), O (water). Solvent: C(C)OCC (diethylether). Run at time 2 hour. Yields the product C(C1=CC=CC=C1)N1CC(CC1)(OC)CO (1-Benzyl-3-hydroxymethyl-3-methoxypyrrolidine). Reaction SMILES: [H-].[Al+3].[Li+].[H-].[H-].[H-].C[O:8][C:9]([C:11]1([O:23][CH3:24])[CH2:15][CH2:14][N:13]([CH2:16][C:17]2[CH:22]=[CH:21][CH:20]=[CH:19][CH:18]=2)[CH2:12]1)=O.O.[OH-].[K+]>C(OCC)C>[CH2:16]([N:13]1[CH2:14][CH2:15][C:11]([CH2:9][OH:8])([O:23][CH3:24])[CH2:12]1)[C:17]1[CH:18]=[CH:19][CH:20]=[CH:21][CH:22]=1 |f:0.1.2.3.4.5,8.9|. Procedure: 6.5 g Lithium aluminum hydride are suspended in 250 ml of dry diethylether. 42 g (0.16 mol) 1-benzyl-3-methoxypyrrolidine-3-carboxylic acid methylester are added dropwise. The mixture is stirred for 2 hours under reflux. Thereafter 6.5 ml of water, 6.5 ml 15% proof KOH and 6.5 ml of water are added, the inorganic salts are removed by filtration and washed twice with tetrahydrofuran. The organic solvents are removed from the filtrate in vacuo and the residue is distilled. The reactants are [BH4-], Cl[Bi](Cl)Cl, CO, COC(=O)CCc1ccc(OCc2ccc([N+](=O)[O-])cc2)cc1, [Na+]. The product is COC(=O)CCc1ccc(OCc2ccc(N)cc2)cc1. RXN SMILES: [BH4-:28].[Bi:24]([Cl:25])([Cl:26])[Cl:27].[CH3:30][OH:31].[N+:1]([O-:2])(=[O:3])[c:4]1[cH:5][cH:6][c:7]([CH2:10][O:11][c:12]2[cH:13][cH:14][c:15]([CH2:18][CH2:19][C:20](=[O:21])[O:22][CH3:23])[cH:16][cH:17]2)[cH:8][cH:9]1.[Na+:29]>>[NH2:1][c:4]1[cH:5][cH:6][c:7]([CH2:10][O:11][c:12]2[cH:13][cH:14][c:15]([CH2:18][CH2:19][C:20](=[O:21])[O:22][CH3:23])[cH:16][cH:17]2)[cH:8][cH:9]1. The product is C(C)OC(C=C(C)NC1=CC(=C(C=C1)OC)OC)=O (Ethyl-3-[(3,4-Dimethoxy)Anilino]-2-Butenoate). Reported procedure: 4-Aminoveratrole (62.0 g.), ethyl acetoacetate (63.0 g.), benzene (375 ml.), and acetic acid (2.1 ml.) are combined and refluxed in a flask equipped with a Dean-Stark strap to remove water until thin layer chromatography indicated the reaction is complete. The solvent is removed under reduced pressure to give a dark oil which crystallized upon standing. Recrystallization from hexane gives 79.0 g. of a tan powder, m.p. 59°-60° ; a second drop afforded 6.7 g., m.p. 54°-56° . A sample is recrystall... Starting materials: NC=1C=C(C(=CC1)OC)OC (4-Aminoveratrole), C(CC(=O)C)(=O)OCC (ethyl acetoacetate), C1=CC=CC=C1 (benzene). Run in C(C)(=O)O (acetic acid). As a reaction SMILES: [NH2:1][C:2]1[CH:3]=[C:4]([O:10][CH3:11])[C:5]([O:8][CH3:9])=[CH:6][CH:7]=1.[C:12]([O:18][CH2:19][CH3:20])(=[O:17])[CH2:13][C:14]([CH3:16])=O.C1C=CC=CC=1>C(O)(=O)C>[CH2:19]([O:18][C:12](=[O:17])[CH:13]=[C:14]([NH:1][C:2]1[CH:7]=[CH:6][C:5]([O:8][CH3:9])=[C:4]([O:10][CH3:11])[CH:3]=1)[CH3:16])[CH3:20]. Starting materials: C[O-], COC(=O)C(=O)OC, [Na+], c1ccccc1, O=C1CCSc2sccc21. The product is COC(=O)C(=O)C1=C(O)c2ccsc2SC1. RXN SMILES: [CH3:1][O-:2].[CH3:4][O:5][C:6]([C:7](=[O:8])[O:9][CH3:10])=[O:11].[Na+:3].[cH:22]1[cH:23][cH:24][cH:25][cH:26][cH:27]1.[s:12]1[cH:13][cH:14][c:15]2[c:16]1[S:17][CH2:18][CH2:19][C:20]2=[O:21]>>[C:6]([C:7](=[O:8])[O:9][CH3:10])(=[O:11])[C:19]1=[C:20]([OH:21])[c:15]2[cH:14][cH:13][s:12][c:16]2[S:17][CH2:18]1.